This data is from the Open Reaction Database (ORD), a public repository of structured organic reaction records. The task is: describe an organic reaction: reactants, conditions, products, and yield Starting materials: C=CCOc1cc(C(=O)OC)cc(C(=O)OC)c1, CO, [Na+], [OH-]. Yields the product C=CCOc1cc(C(=O)O)cc(C(=O)OC)c1. RXN SMILES: [CH2:1]([CH:2]=[CH2:3])[O:4][c:5]1[cH:6][c:7]([C:15](=[O:16])[O:17][CH3:18])[cH:8][c:9]([C:10](=[O:11])[O:12][CH3:13])[cH:14]1.[CH3:21][OH:22].[Na+:20].[OH-:19]>>[CH2:1]([CH:2]=[CH2:3])[O:4][c:5]1[cH:6][c:7]([C:15](=[O:16])[O:17][CH3:18])[cH:8][c:9]([C:10](=[O:11])[OH:12])[cH:14]1. Starting materials: CC(C)(C)OC(=O)N1CCC(COc2cc(OC3CCOCC3)c3c(Nc4c(Cl)ccc5c4OCO5)ncnc3c2)CC1, C=O, O=CO. Yields the product CN1CCC(COc2cc(OC3CCOCC3)c3c(Nc4c(Cl)ccc5c4OCO5)ncnc3c2)CC1. As a reaction SMILES: [C:1]([O:2][C:6](=[O:3])[N:8]1[CH2:9][CH2:10][CH:11]([CH2:14][O:15][c:16]2[cH:17][c:18]([O:37][CH:38]3[CH2:39][CH2:40][O:41][CH2:42][CH2:43]3)[c:19]3[c:20]([NH:26][c:27]4[c:28]5[c:29]([cH:30][cH:31][c:32]4[Cl:33])[O:34][CH2:35][O:36]5)[n:21][cH:22][n:23][c:24]3[cH:25]2)[CH2:12][CH2:13]1)([CH3:4])([CH3:5])[CH3:7].[CH2:44]=[O:45].[CH:46]([OH:47])=[O:48]>>[CH3:6][N:8]1[CH2:9][CH2:10][CH:11]([CH2:14][O:15][c:16]2[cH:17][c:18]([O:37][CH:38]3[CH2:39][CH2:40][O:41][CH2:42][CH2:43]3)[c:19]3[c:20]([NH:26][c:27]4[c:28]5[c:29]([cH:30][cH:31][c:32]4[Cl:33])[O:34][CH2:35][O:36]5)[n:21][cH:22][n:23][c:24]3[cH:25]2)[CH2:12][CH2:13]1. The reactants are [Br-], CC(C=O)NC(=O)OCc1ccccc1, C[P+](c1ccccc1)(c1ccccc1)c1ccccc1, C[Si](C)(C)[N-][Si](C)(C)C, Cc1ccccc1, [K+]. Yields the product C=CC(C)NC(=O)OCc1ccccc1. RXN SMILES: [Br-:26].[CH2:11]([c:12]1[cH:13][cH:14][cH:15][cH:16][cH:17]1)[O:18][C:19]([NH:20][CH:21]([CH:22]=[O:23])[CH3:24])=[O:25].[CH3:27][P+:28]([c:29]1[cH:30][cH:31][cH:32][cH:33][cH:34]1)([c:35]1[cH:36][cH:37][cH:38][cH:39][cH:40]1)[c:41]1[cH:42][cH:43][cH:44][cH:45][cH:46]1.[CH3:2][Si:3]([N-:4][Si:5]([CH3:6])([CH3:7])[CH3:8])([CH3:9])[CH3:10].[CH3:47][c:48]1[cH:49][cH:50][cH:51][cH:52][cH:53]1.[K+:1]>>[CH2:2]=[CH:22][CH:21]([NH:20][C:19]([O:18][CH2:11][c:12]1[cH:13][cH:14][cH:15][cH:16][cH:17]1)=[O:25])[CH3:24]. Starting materials: C(=O)(O)[C@@H]1CN(C[C@H]1C1=CC(=C(C=C1)OC)OC1CCCC1)C(=O)OC (trans-3-carboxy-4-(3-cyclopentoxy-4-methoxyphenyl)-1-(methoxycarbonyl)pyrrolidine), C(=O)(N1C=NC=C1)N1C=NC=C1 (1,1'-carbonyldiimidazole). The solvent is C(Cl)Cl (CH2Cl2). Run at time 20 minute. The product is NC(=O)[C@@H]1CN(C[C@H]1C1=CC(=C(C=C1)OC)OC1CCCC1)C(=O)OC (trans-3-aminocarbonyl-4-(3-cyclopentoxy-4-methoxyphenyl)-I-(methoxycarbonyl)pyrrolidine). Isolated yield 74.0%. RXN SMILES: [C:1]([C@H:4]1[C@H:8]([C:9]2[CH:14]=[CH:13][C:12]([O:15][CH3:16])=[C:11]([O:17][CH:18]3[CH2:22][CH2:21][CH2:20][CH2:19]3)[CH:10]=2)[CH2:7][N:6]([C:23]([O:25][CH3:26])=[O:24])[CH2:5]1)(O)=[O:2].C(N1C=CN=C1)([N:29]1C=CN=C1)=O>C(Cl)Cl>[NH2:29][C:1]([C@H:4]1[C@H:8]([C:9]2[CH:14]=[CH:13][C:12]([O:15][CH3:16])=[C:11]([O:17][CH:18]3[CH2:22][CH2:21][CH2:20][CH2:19]3)[CH:10]=2)[CH2:7][N:6]([C:23]([O:25][CH3:26])=[O:24])[CH2:5]1)=[O:2]. Procedure: To a solution of trans-3-carboxy-4-(3-cyclopentoxy-4-methoxyphenyl)-1-(methoxycarbonyl)pyrrolidine (1.5 g, 4.1 mmol) in 11 mL of CH2Cl2 at 0° C. was added 1,1'-carbonyldiimidazole (736 mg, 4.5 mmol) in portions. The cooling bath was removed, and the solution was stirred at room temperature for 20 min. Ammonia gas was passed over the stirring solution for 4 min, and stirring was continued an additional 15 min. The solution was diluted with CH2Cl2 and poured into 1M H3PO4. The aqueous layer was ex... Reactants: N#N (N2), C1(=CC=C(C=C1)C(C(=O)OC)O[Si](C)(C)C(C)(C)C)C1=CC=CC=C1 (Methyl [(1.1'-Biphenyl)4-yl]-α-((1,1-dimethylethyl)-dimethylsilyl)oxyacetate), C(=O)=O.CC(=O)C (CO2 acetone), solution, CC(C)C[AlH]CC(C)C (DIBAL-H), ice. Solvent: C1(=CC=CC=C1)C (toluene), C1(=CC=CC=C1)C (toluene), C(Cl)(Cl)Cl (CHCl3). Yields the product C1(=CC=C(C=C1)[C@H](C=O)O[Si](C)(C)C(C)(C)C)C1=CC=CC=C1 ((R)-(-)-[(1,1'-Biphenyl)4-yl]-α-((1,1-dimethylethyl)dimethylsilyl)oxy-acetaldehyde). Yield: 95.2%. RXN SMILES: N#N.[C:3]1([C:22]2[CH:27]=[CH:26][CH:25]=[CH:24][CH:23]=2)[CH:8]=[CH:7][C:6]([CH:9]([O:14][Si:15]([C:18]([CH3:21])([CH3:20])[CH3:19])([CH3:17])[CH3:16])[C:10](OC)=[O:11])=[CH:5][CH:4]=1.C(=O)=O.CC(C)=O.CC(C[AlH]CC(C)C)C>C1(C)C=CC=CC=1.C(Cl)(Cl)Cl>[C:3]1([C:22]2[CH:23]=[CH:24][CH:25]=[CH:26][CH:27]=2)[CH:8]=[CH:7][C:6]([C@@H:9]([O:14][Si:15]([C:18]([CH3:20])([CH3:21])[CH3:19])([CH3:17])[CH3:16])[CH:10]=[O:11])=[CH:5][CH:4]=1 |f:2.3|. Procedure details: A 100 mL 2-necked round bottom flask was equipped with a septum, N2 inlet and 2.6 g (7.4 mmol) of the (R)-(-)-methyl acetate of Example O dissolved in 45 mL of dry toluene. The solution was cooled to -78° C. (CO2 /acetone), and 9 mL (9 mmol) of a 1.0M solution of DIBAL-H in toluene was added slowly (5 min.) with stirring. The reaction mixture was stirred for 1 h at -78° C. and poured into a mixture of 100 g of ice and 100 mL of CHCl3. The reaction flask was rinsed with 100 mL of CHCl3 and the mi... Starting materials: [O-2].[Mg+2] (magnesium oxide), C1[C@@H](N/C(=C/2\N=C3C=CC(=O)C=C3S2)/S1)C(=O)O (D-luciferin), O (water), O=P(Cl)(Cl)Cl (phosphoroxychloride). Solvent: C(Cl)(Cl)(Cl)Cl (carbon tetrachloride). Conditions: time 30 minute. Product: C1[C@@H](N/C(=C/2\N=C3C=CC(=O)C=C3S2)/S1)C(=O)O.[O-]P(=O)([O-])[O-] (D-luciferin O-phosphate). Isolated yield 29.0%. Reaction SMILES: [CH2:1]1[S:15]/[C:4](=[C:5]2/[N:6]=[C:7]3[C:13]([S:14]/2)=[CH:12][C:10](=[O:11])[CH:9]=[CH:8]3)/[NH:3][C@H:2]1[C:16]([OH:18])=[O:17].[O-2:19].[Mg+2].[O:21]=[P:22](Cl)(Cl)Cl.[OH2:26]>C(Cl)(Cl)(Cl)Cl>[CH2:1]1[S:15]/[C:4](=[C:5]2/[N:6]=[C:7]3[C:13]([S:14]/2)=[CH:12][C:10](=[O:11])[CH:9]=[CH:8]3)/[NH:3][C@H:2]1[C:16]([OH:18])=[O:17].[O-:19][P:22]([O-:21])([O-:11])=[O:26] |f:1.2,6.7|. Reported procedure: 50 mg (180 μmole) D-luciferin is dissolved in 2 ml water and mixed with 350 mg (8.75 mmole) magnesium oxide. To the cooled suspension, slowly and drop by drop a solution of 92 mg (600 μmole) phosphoroxychloride in 1 ml carbon tetrachloride is added. It is then allowed to stand for 30 min at room temperature, filtered and neutralized with acetic acid. After concentration, it is purified with HPLC as in Example 3. The yield is 29% of theoretical. The reactants are ClC=1C=C(C=CC1F)B(O)O ((3-chloro-4-fluorophenyl)boronic acid), [O-]P(=O)([O-])[O-].[K+].[K+].[K+] (K3PO4), C(N)(=O)C=1C(=NN2C1CN(C(C2)C)C(=O)OC(C)(C)C)I (tert-Butyl 3-carbamoyl-2-iodo-6-methyl-6,7-dihydropyrazolo[1,5-a]pyrazine-5 (4H)-carboxylate). The reagents and catalysts are C1=CC=C(C=C1)P([C-]2C=CC=C2)C3=CC=CC=C3.C1=CC=C(C=C1)P([C-]2C=CC=C2)C3=CC=CC=C3.Cl[Pd]Cl.[Fe+2].C(Cl)Cl (PdCl2(dppf) CH2Cl2). The solvent is C(C)(=O)OCC (ethyl acetate), O1CCOCC1 (1,4-dioxane). Reaction conditions: temperature 80 celsius, time 6 hour. Product: C(N)(=O)C=1C(=NN2C1CN(C(C2)C)C(=O)OCCCC)I (Butyl 3-carbamoyl-2-iodo-6-methyl-6,7-dihydropyrazolo[1,5-a]pyrazine-5(4H)-carboxylate). The yield is 84.3%. RXN SMILES: [C:1]([C:4]1[C:5]([I:21])=[N:6][N:7]2[CH2:12][CH:11]([CH3:13])[N:10]([C:14]([O:16][C:17]([CH3:20])(C)C)=[O:15])[CH2:9][C:8]=12)(=[O:3])[NH2:2].Cl[C:23]1C=C(B(O)O)C=C[C:28]=1F.[O-]P([O-])([O-])=O.[K+].[K+].[K+]>O1CCOCC1.C(OCC)(=O)C.C1C=CC(P(C2C=CC=CC=2)[C-]2C=CC=C2)=CC=1.C1C=CC(P(C2C=CC=CC=2)[C-]2C=CC=C2)=CC=1.Cl[Pd]Cl.[Fe+2].C(Cl)Cl>[C:1]([C:4]1[C:5]([I:21])=[N:6][N:7]2[CH2:12][CH:11]([CH3:13])[N:10]([C:14]([O:16][CH2:17][CH2:20][CH2:23][CH3:28])=[O:15])[CH2:9][C:8]=12)(=[O:3])[NH2:2] |f:2.3.4.5,8.9.10.11.12|. Procedure details: To a stirred suspension of Intermediate 340F (0.32 g, 0.788 mmol) in 1,4-dioxane (8.0 mL) was added (3-chloro-4-fluorophenyl)boronic acid (0.179 g, 1.024 mmol), K3PO4 (1.292 g, 2.58 mmol) and the contents of the flask were purged with N2 for 10 min. PdCl2(dppf)-CH2Cl2 (0.042 g, 0.052 mmol) was then added and the reaction mixture was stirred at 80° C. for 6 h. The reaction mixture was cooled to RT; diluted with ethyl acetate (10 mL), washed with water, dried over Na2SO4, filtered and the filtrate... Run at temperature 200 celsius, time 1.5 hour. Isolated yield 98.5%. Procedure details: A mixture of 2,6-dichloroquinoline (500 mg, 2.5 mmol), acetamide (3 g, 50.8 mmol) and K2CO3 (1.75 g, 12.7 mmol) in a round bottom flask was stirred at 200° C. for 1.5 hours until TLC indicated that 2,6-dichloroquinoline was consumed. The resulting mixture was cooled to room temperature, and was partitioned between dichloromethane and H2O, the organic layer was dried over anhydrous Na2SO4, concentrated, and the residue was purified by a standard method to give 440 mg of the title compound. LCMS (... Product: ClC=1C=C2C=CC(=NC2=CC1)N (6-chloroquinolin-2-amine). Reaction SMILES: Cl[C:2]1[CH:11]=[CH:10][C:9]2[C:4](=[CH:5][CH:6]=[C:7]([Cl:12])[CH:8]=2)[N:3]=1.C([NH2:16])(=O)C.C([O-])([O-])=O.[K+].[K+]>>[Cl:12][C:7]1[CH:8]=[C:9]2[C:4](=[CH:5][CH:6]=1)[N:3]=[C:2]([NH2:16])[CH:11]=[CH:10]2 |f:2.3.4|. The reactants are ClC1=NC2=CC=C(C=C2C=C1)Cl (2,6-dichloroquinoline), C(C)(=O)N (acetamide), C(=O)([O-])[O-].[K+].[K+] (K2CO3), ClC1=NC2=CC=C(C=C2C=C1)Cl (2,6-dichloroquinoline).